Dataset: the Open Reaction Database (ORD), a public repository of structured organic reaction records. Task: describe an organic reaction: reactants, conditions, products, and yield The reagents and catalysts are [Cu]I (CuI). Run in CCOC(=O)C (EtOAc), O1CCOCC1 (dioxane). RXN SMILES: I[C:2]1[CH:7]=[CH:6][C:5]([NH:8][S:9]([CH3:12])(=[O:11])=[O:10])=[CH:4][CH:3]=1.[CH3:13][O:14][C:15]1[CH:20]=[CH:19][C:18]([OH:21])=[CH:17][CH:16]=1.C([O-])([O-])=O.[Cs+].[Cs+].Cl.CN(C)CC(O)=O>O1CCOCC1.CCOC(C)=O.[Cu]I>[CH3:13][O:14][C:15]1[CH:20]=[CH:19][C:18]([O:21][C:2]2[CH:7]=[CH:6][C:5]([NH:8][S:9]([CH3:12])(=[O:11])=[O:10])=[CH:4][CH:3]=2)=[CH:17][CH:16]=1 |f:2.3.4,5.6|. The reactants are IC1=CC=C(C=C1)NS(=O)(=O)C (N-(4-Iodo-phenyl)-methanesulfonamide), COC1=CC=C(C=C1)O (4-methoxyphenol), C(=O)([O-])[O-].[Cs+].[Cs+] (Cs2CO3), Cl.CN(CC(=O)O)C (N,N-dimethylglycine HCl salt). The product is COC1=CC=C(OC2=CC=C(C=C2)NS(=O)(=O)C)C=C1 (N-[4-(4-Methoxy-phenoxy)-phenyl]-methanesulfonamide). Reported procedure: A mixture of N-(4-iodo-phenyl)-methanesulfonamide (0.45 g, 1.52 mmol) from Step A, 4-methoxyphenol (0.28 g, 2.28 mmol), Cs2CO3 (0.99 g, 3.04 mmol), N,N-dimethylglycine HCl salt (31.8 mg, 0.23 mmol) and CuI (14.5 mg, 0.076 mmol) in dioxane (4 mL) under N2 was heated to 100 C overnight. The reaction was diluted with EtOAc and brought to the usual work-up. The residue was purified by chromatography (silica gel, 30% EtOAc/hexanes) to give the desired product. MS (EI) 294 (M+H)+. The reactants are C1(=CC=CC=C1)C(=C1CCNCC1)C1=CC=C(C=C1)C(F)(F)F (4-(phenyl(4-(trifluoromethyl)phenyl)methylene)piperidine). Reagents/catalysts: [Pd] (Pd/C). Solvent: CO (MeOH), [H][H] (hydrogen). Product: C1(=CC=CC=C1)C(C1CCNCC1)C1=CC=C(C=C1)C(F)(F)F (4-(phenyl(4-(trifluoromethyl)phenyl)methyl)piperidine). The yield is 99.7%. RXN SMILES: [C:1]1([C:7]([C:14]2[CH:19]=[CH:18][C:17]([C:20]([F:23])([F:22])[F:21])=[CH:16][CH:15]=2)=[C:8]2[CH2:13][CH2:12][NH:11][CH2:10][CH2:9]2)[CH:6]=[CH:5][CH:4]=[CH:3][CH:2]=1>CO.[H][H].[Pd]>[C:1]1([CH:7]([C:14]2[CH:15]=[CH:16][C:17]([C:20]([F:23])([F:21])[F:22])=[CH:18][CH:19]=2)[CH:8]2[CH2:9][CH2:10][NH:11][CH2:12][CH2:13]2)[CH:2]=[CH:3][CH:4]=[CH:5][CH:6]=1. Procedure details: To a solution of 4-(phenyl(4-(trifluoromethyl)phenyl)methylene)piperidine (0.5 g, 1.57 mmol) in MeOH (15 mL) was added Pd/C (0.1 g) and the mixture was stirred in hydrogen at 3 atmospheric pressure for 12 h. It was filtered through silica gel pad, washed with MeOH and concentrated to give crude 4-(phenyl(4-(trifluoromethyl)phenyl)methyl)piperidine (0.5 g, 98% yield) as a grey solid which was used in the next step without further purification. MS (ESI, pos. ion) m/z: 320 (M+1). Product: COc1cccc(S(=O)(=O)NCCCO)c1. Starting materials: B, C1CCOC1, C1CCOC1, COc1cccc(S(=O)(=O)NCCC(=O)O)c1. RXN SMILES: [BH3:18].[CH2:19]1[O:20][CH2:21][CH2:22][CH2:23]1.[CH2:24]1[O:25][CH2:26][CH2:27][CH2:28]1.[CH3:1][O:2][c:3]1[cH:4][c:5]([S:9](=[O:10])(=[O:11])[NH:12][CH2:13][CH2:14][C:15](=[O:16])[OH:17])[cH:6][cH:7][cH:8]1>>[CH3:1][O:2][c:3]1[cH:4][c:5]([S:9](=[O:10])(=[O:11])[NH:12][CH2:13][CH2:14][CH2:15][OH:16])[cH:6][cH:7][cH:8]1. The reactants are N1=CC=CC=C1 (pyridine), CC(=O)OC1C(C(=O)OC1=O)OC(=O)C (di-O-acetyl-L-tartaric anhydride), FC=1C=C(C=CC1C=1C=NC(=CC1)C1=NO[C@@H](C1)CO)N1C(O[C@H](C1)CN1N=NC=C1)=O ((5R)-3-(3-Fluoro-4-{6-[(5S)-5-(hydroxymethyl)-4,5-dihydroisoxazol-3-yl]pyridin-3-yl}phenyl)-5-(1H-1,2,3-triazol-1-ylmethyl)-1,3-oxazolidin-2-one). The reagents and catalysts are CN(C1=CC=NC=C1)C (4-dimethylaminopyridine). Solvent: CN(C=O)C (dimethylformamide). Run at time 16 hour. The product is C(C)(=O)OC[C@@H]1CC(=NO1)C1=NC=C(C=C1)C1=C(C=C(C=C1)N1C(O[C@H](C1)CN1N=NC=C1)=O)F ([(5S)-3-(5-{2-Fluoro-4-[(5R)-2-oxo-5-(1H-1,2,3-triazol-1-ylmethyl)-1,3-oxazolidin-3-yl]phenyl}-2-pyridinyl)-4,5-dihydro-5-isoxazolyl]methyl acetate). Isolated yield 22.6%. As a reaction SMILES: [F:1][C:2]1[CH:3]=[C:4]([N:21]2[CH2:25][C@H:24]([CH2:26][N:27]3[CH:31]=[CH:30][N:29]=[N:28]3)[O:23][C:22]2=[O:32])[CH:5]=[CH:6][C:7]=1[C:8]1[CH:9]=[N:10][C:11]([C:14]2[CH2:18][C@@H:17]([CH2:19][OH:20])[O:16][N:15]=2)=[CH:12][CH:13]=1.N1C=CC=CC=1.[CH3:39][C:40](OC1C(=O)OC(=O)C1OC(C)=O)=[O:41]>CN(C)C=O.CN(C)C1C=CN=CC=1>[C:40]([O:20][CH2:19][C@H:17]1[O:16][N:15]=[C:14]([C:11]2[CH:12]=[CH:13][C:8]([C:7]3[CH:6]=[CH:5][C:4]([N:21]4[CH2:25][C@H:24]([CH2:26][N:27]5[CH:31]=[CH:30][N:29]=[N:28]5)[O:23][C:22]4=[O:32])=[CH:3][C:2]=3[F:1])=[CH:9][N:10]=2)[CH2:18]1)(=[O:41])[CH3:39]. Procedure: (5R)-3-(3-Fluoro-4-{6-[(5S)-5-(hydroxymethyl)-4,5-dihydro-3-isoxazolyl]-3-pyridinyl}phenyl)-5-(1H-1,2,3-triazol-1-ylmethyl)-1,3-oxazolidin-2-one (Example 1, 200 mg, 0.46 mmol) was suspended in 2 mL of anhydrous dimethylformamide. Anhydrous pyridine (2 mL, 24 mmol), 4-dimethylaminopyridine (DMAP) (20 mg, 0.17 mmol) and di-O-acetyl-L-tartaric anhydride (210 mg, 0.97 mmol) were added and the solution was stirred for 16 hours at room temperature during which the mixture turned black. The reaction wa... The reactants are C1CCOC1, CCOC(C)=O, [Cl-], CC(C)(C)OC(=O)Nc1cccc(Cl)n1, O=c1[nH]c(-c2ccc(Cl)cc2Cl)cn2nc(CN3CCOCC3)cc12, O=C(O)C(F)(F)F, [Li]CCCC, [NH4+]. Yields the product CC(C)(C)OC(=O)Nc1nc(Cl)ccc1C(=O)C(F)(F)F. Reaction SMILES: [CH2:55]1[O:56][CH2:57][CH2:58][CH2:59]1.[CH3:60][CH2:61][O:62][C:63](=[O:64])[CH3:65].[Cl-:53].[Cl:1][c:2]1[cH:3][cH:4][cH:5][c:6]([NH:8][C:9]([O:10][C:11]([CH3:12])([CH3:13])[CH3:14])=[O:15])[n:7]1.[Cl:28][c:29]1[cH:30][c:31]([Cl:32])[cH:33][cH:34][c:35]1-[c:36]1[nH:37][c:38](=[O:39])[c:40]2[n:41]([n:42][c:43]([CH2:44][N:45]3[CH2:46][CH2:47][O:48][CH2:49][CH2:50]3)[cH:51]2)[cH:52]1.[F:21][C:22]([C:23](=[O:24])[OH:25])([F:26])[F:27].[Li:16][CH2:17][CH2:18][CH2:19][CH3:20].[NH4+:54]>>[Cl:1][c:2]1[cH:3][cH:4][c:5]([C:23]([C:22]([F:21])([F:26])[F:27])=[O:24])[c:6]([NH:8][C:9]([O:10][C:11]([CH3:12])([CH3:13])[CH3:14])=[O:15])[n:7]1.